From a dataset of the Open Reaction Database (ORD), a public repository of structured organic reaction records. describe an organic reaction: reactants, conditions, products, and yield Starting materials: BrC1=CC=C(CN2C(=NC3=C2C=CC(=C3)OCC3=NC2=CC=CC=C2C=C3)CC3(CCCC3)C(=O)OCC)C=C1 (ethyl 1-((1-(4-bromobenzyl)-5-(quinolin-2-ylmethoxy)-1H-benzo[d]imidazol-2-yl)methyl)cyclopentanecarboxylate), CC1(C(OC(C1)=O)=O)C1=CC=CC=C1 (racemic 3-methyl-3-phenyldihydrofuran-2,5-dione). The product is BrC1=CC=C(CN2C(=NC3=C2C=CC(=C3)OCC3=NC2=CC=CC=C2C=C3)CC(C(=O)OCC)(C3=CC=CC=C3)C)C=C1 (racemic Ethyl 3-(1-(4-bromobenzyl)-5-(quinolin-2-ylmethoxy)-1H-benzo[d]imidazol-2-yl)-2-methyl-2-phenylpropanoate). RXN SMILES: [Br:1][C:2]1[CH:40]=[CH:39][C:5]([CH2:6][N:7]2[C:11]3[CH:12]=[CH:13][C:14]([O:16][CH2:17][C:18]4[CH:27]=[CH:26][C:25]5[C:20](=[CH:21][CH:22]=[CH:23][CH:24]=5)[N:19]=4)=[CH:15][C:10]=3[N:9]=[C:8]2[CH2:28][C:29]2([C:34]([O:36][CH2:37][CH3:38])=[O:35])[CH2:33][CH2:32][CH2:31][CH2:30]2)=[CH:4][CH:3]=1.[CH3:41][C:42]1(C2C=CC=CC=2)CC(=O)O[C:43]1=O>>[Br:1][C:2]1[CH:3]=[CH:4][C:5]([CH2:6][N:7]2[C:11]3[CH:12]=[CH:13][C:14]([O:16][CH2:17][C:18]4[CH:27]=[CH:26][C:25]5[C:20](=[CH:21][CH:22]=[CH:23][CH:24]=5)[N:19]=4)=[CH:15][C:10]=3[N:9]=[C:8]2[CH2:28][C:29]([CH3:30])([C:33]2[CH:32]=[CH:31][CH:43]=[CH:42][CH:41]=2)[C:34]([O:36][CH2:37][CH3:38])=[O:35])=[CH:39][CH:40]=1. Reported procedure: The title compound was prepared using analogous conditions to those described for ethyl 1-((1-(4-bromobenzyl)-5-(quinolin-2-ylmethoxy)-1H-benzo[d]imidazol-2-yl)methyl)cyclopentanecarboxylate using racemic 3-methyl-3-phenyldihydrofuran-2,5-dione. MS (ESI): mass calcd. for C36H32BrN3O3, 633.16; m/z found, 634.1 [M+H]+.